The task is: describe an organic reaction: reactants, conditions, products, and yield. This data is from the Open Reaction Database (ORD), a public repository of structured organic reaction records. Reactants: C([O-])([O-])=O.[K+].[K+] (Potassium carbonate), C(C)OC1=CC=C(CC2C(NC(S2)=O)=O)C=C1 (5-(4-ethoxybenzyl)thiazolidine-2,4-dione), BrCCNC(OC(C)(C)C)=O (tert-butyl (2-bromoethyl)carbamate). The solvent is CN(C)C=O (DMF), CN(C)C=O (DMF). Reaction conditions: time 3 hour. The product is C(C)OC1=CC=C(CC2C(N(C(S2)=O)CCNC(OC(C)(C)C)=O)=O)C=C1 (tert-butyl (2-(5-(4-ethoxybenzyl)-2,4-dioxothiazolidin-3-yl)ethyl)carbamate). As a reaction SMILES: C(=O)([O-])[O-].[K+].[K+].[CH2:7]([O:9][C:10]1[CH:23]=[CH:22][C:13]([CH2:14][CH:15]2[S:19][C:18](=[O:20])[NH:17][C:16]2=[O:21])=[CH:12][CH:11]=1)[CH3:8].Br[CH2:25][CH2:26][NH:27][C:28](=[O:34])[O:29][C:30]([CH3:33])([CH3:32])[CH3:31]>CN(C=O)C>[CH2:7]([O:9][C:10]1[CH:23]=[CH:22][C:13]([CH2:14][CH:15]2[S:19][C:18](=[O:20])[N:17]([CH2:25][CH2:26][NH:27][C:28](=[O:34])[O:29][C:30]([CH3:33])([CH3:32])[CH3:31])[C:16]2=[O:21])=[CH:12][CH:11]=1)[CH3:8] |f:0.1.2|. Procedure details: Potassium carbonate (1.40 g, 9.68 mmol) was added to a solution of compound 4 (303 mg, 1.21 mmol) in 4 mL of anhydrous DMF at 0° C. After stifling the reaction mixture for 20 min, a solution of tert-butyl (2-bromoethyl)carbamate (268 mg, 1.21 mmol) in anhydrous DMF (2 mL) was added and then the reaction mixture was stirred at room temperature for 3 h. The reaction was quenched by adding water and then extracted with ethyl acetate. The ethyl acetate layer was washed with 10% NH4Cl aqueous solutio... Starting materials: ClC=1C(=NC=C(N1)N1[C@@H]([C@@H](CCC1)N1C(N(CCC1)C)=O)C)C#N (3-chloro-5-((2R,3R)-2-methyl-3-(3-methyl-2-oxotetrahydropyrimidin-1(2H)-yl)piperidin-1-yl)pyrazine-2-carbonitrile), Cl.C1(CCCC1)N1CCC(CC1)C1=CC=C(N)C=C1 (4-(1-cyclopentylpiperidin-4-yl)aniline hydrochloride), C([O-])([O-])=O.[Cs+].[Cs+] (cesium carbonate), C=1C=CC(=CC1)P(C=2C=CC=CC2)C3=CC=C4C=CC=CC4=C3C5=C6C=CC=CC6=CC=C5P(C=7C=CC=CC7)C=8C=CC=CC8 (BINAP). The reagents and catalysts are CC(=O)[O-].CC(=O)[O-].[Pd+2] (Pd(OAc)2). Run in O1CCOCC1 (dioxane). Run at temperature 115 celsius, time 1 hour. The product is C1(CCCC1)N1CCC(CC1)C1=CC=C(C=C1)NC=1C(=NC=C(N1)N1[C@@H]([C@@H](CCC1)N1C(N(CCC1)C)=O)C)C#N (3-(4-(1-cyclopentylpiperidin-4-yl)phenylamino)-5-((2R,3R)-2-methyl-3-(3-methyl-2-oxotetrahydropyrimidin-1(2H)-yl)piperidin-1-yl)pyrazine-2-carbonitrile). Reaction SMILES: Cl[C:2]1[C:3]([C:23]#[N:24])=[N:4][CH:5]=[C:6]([N:8]2[CH2:13][CH2:12][CH2:11][C@@H:10]([N:14]3[CH2:19][CH2:18][CH2:17][N:16]([CH3:20])[C:15]3=[O:21])[C@H:9]2[CH3:22])[N:7]=1.Cl.[CH:26]1([N:31]2[CH2:36][CH2:35][CH:34]([C:37]3[CH:43]=[CH:42][C:40]([NH2:41])=[CH:39][CH:38]=3)[CH2:33][CH2:32]2)[CH2:30][CH2:29][CH2:28][CH2:27]1.C(=O)([O-])[O-].[Cs+].[Cs+].C1C=CC(P(C2C(C3C(P(C4C=CC=CC=4)C4C=CC=CC=4)=CC=C4C=3C=CC=C4)=C3C(C=CC=C3)=CC=2)C2C=CC=CC=2)=CC=1>O1CCOCC1.CC([O-])=O.CC([O-])=O.[Pd+2]>[CH:26]1([N:31]2[CH2:36][CH2:35][CH:34]([C:37]3[CH:43]=[CH:42][C:40]([NH:41][C:2]4[C:3]([C:23]#[N:24])=[N:4][CH:5]=[C:6]([N:8]5[CH2:13][CH2:12][CH2:11][C@@H:10]([N:14]6[CH2:19][CH2:18][CH2:17][N:16]([CH3:20])[C:15]6=[O:21])[C@H:9]5[CH3:22])[N:7]=4)=[CH:39][CH:38]=3)[CH2:33][CH2:32]2)[CH2:30][CH2:29][CH2:28][CH2:27]1 |f:1.2,3.4.5,8.9.10|. Procedure: The mixture of 3-chloro-5-((2R,3R)-2-methyl-3-(3-methyl-2-oxotetrahydropyrimidin-1(2H)-yl)piperidin-1-yl)pyrazine-2-carbonitrile (405) (60 mg, 0.17 mmol), 4-(1-cyclopentylpiperidin-4-yl)aniline hydrochloride (304) (58 mg, 0.21 mmol), fine-powder cesium carbonate (230 mg, 0.68 mmol), Pd(OAc)2(11 mg, 0.05 mmol), BINAP (31 mg, 0.05 mmol) in 15 mL dioxane was degassed with nitrogen stream for 3 min. It was then stirred in 115° C. bath in nitrogen atmosphere for 1 hour. The mixture was cooled to RT, ... The reactants are ClC=1C=NC(=C(C(=O)O)C1)N1CC(C1)OC1=CC(=CC=C1)F (5-chloro-2-(3-(3-fluorophenoxy)azetidin-1-yl)nicotinic acid), Cl.NC1(CC1)C1=NC=C(C(=O)OC)C=C1 (methyl 6-(1-aminocyclopropyl)nicotinate hydrochloride). The product is ClC=1C=NC(=C(C(=O)NC2(CC2)C2=NC=C(C(=O)OC)C=C2)C1)N1CC(C1)OC1=CC(=CC=C1)F (methyl 6-(1-(5-chloro-2-(3-(3-fluorophenoxy)azetidin-1-yl)nicotinamido)cyclopropyl)nicotinate). Yield: 24.2%. As a reaction SMILES: [Cl:1][C:2]1[CH:3]=[N:4][C:5]([N:11]2[CH2:14][CH:13]([O:15][C:16]3[CH:21]=[CH:20][CH:19]=[C:18]([F:22])[CH:17]=3)[CH2:12]2)=[C:6]([CH:10]=1)[C:7](O)=[O:8].Cl.[NH2:24][C:25]1([C:28]2[CH:37]=[CH:36][C:31]([C:32]([O:34][CH3:35])=[O:33])=[CH:30][N:29]=2)[CH2:27][CH2:26]1>>[Cl:1][C:2]1[CH:3]=[N:4][C:5]([N:11]2[CH2:12][CH:13]([O:15][C:16]3[CH:21]=[CH:20][CH:19]=[C:18]([F:22])[CH:17]=3)[CH2:14]2)=[C:6]([CH:10]=1)[C:7]([NH:24][C:25]1([C:28]2[CH:37]=[CH:36][C:31]([C:32]([O:34][CH3:35])=[O:33])=[CH:30][N:29]=2)[CH2:26][CH2:27]1)=[O:8] |f:1.2|. Reported procedure: The title compound (D159) (22.4 mg) was prepared according to the experimental procedure described in Description 146 starting from 5-chloro-2-(3-(3-fluorophenoxy)azetidin-1-yl)nicotinic acid (D103) (60 mg, 0.186 mmol) and methyl 6-(1-aminocyclopropyl)nicotinate hydrochloride (D12) (28.5 mg, 0.186 mmol). Reactants: BrC1=C(C=CC=C1)CC(=O)O (2-bromophenylacetic acid), C(C)C1=C(N)C(=CC=C1)CC (2,6-diethylaniline). The product is C(C)C1=C(C(=CC=C1)CC)NC1=C(C=CC=C1)CC(=O)O (2-[(2,6-diethylphenyl)amino]phenylacetic acid). Reaction SMILES: Br[C:2]1[CH:7]=[CH:6][CH:5]=[CH:4][C:3]=1[CH2:8][C:9]([OH:11])=[O:10].[CH2:12]([C:14]1[CH:20]=[CH:19][CH:18]=[C:17]([CH2:21][CH3:22])[C:15]=1[NH2:16])[CH3:13]>>[CH2:12]([C:14]1[CH:20]=[CH:19][CH:18]=[C:17]([CH2:21][CH3:22])[C:15]=1[NH:16][C:2]1[CH:7]=[CH:6][CH:5]=[CH:4][C:3]=1[CH2:8][C:9]([OH:11])=[O:10])[CH3:13]. Procedure: In the manner described in example 3, 2-bromophenylacetic acid is condensed with 2,6-diethylaniline to yield 2-[(2,6-diethylphenyl)amino]phenylacetic acid. Reactants: H-Pro-OBzL, CN1CCOCC1 (NMM), C=1C=CC2=C(C1)N=NN2O (HOBt), CN1CCOCC1 (NMM), CN1CCOCC1 (NMM), ClC(=O)OCC(C)C (isobutyl chloroformate), N([C@@H](C)C(=O)O)C(=O)OC(C)(C)C (Boc-Ala-OH). Run in CN(C)C=O (DMF), C(C)#N (acetonitrile). Conditions: temperature 0 celsius, time 20 minute. Product: N([C@@H](C)C(=O)N1[C@H](C(=O)OCC2=CC=CC=C2)CCC1)C(=O)OC(C)(C)C (Boc-Ala-Pro-OBzl). As a reaction SMILES: [NH:1]([C:7]([O:9][C:10]([CH3:13])([CH3:12])[CH3:11])=[O:8])[C@H:2]([C:4]([OH:6])=O)[CH3:3].C[N:15]1[CH2:20][CH2:19]O[CH2:17][CH2:16]1.Cl[C:22]([O:24][CH2:25][CH:26]([CH3:28])[CH3:27])=[O:23].[CH:29]1[CH:30]=CC2N(O)N=NC=2[CH:34]=1>C(#N)C.CN(C=O)C>[NH:1]([C:7]([O:9][C:10]([CH3:13])([CH3:12])[CH3:11])=[O:8])[C@H:2]([C:4]([N:15]1[CH2:16][CH2:17][CH2:19][C@H:20]1[C:22]([O:24][CH2:25][C:26]1[CH:28]=[CH:30][CH:29]=[CH:34][CH:27]=1)=[O:23])=[O:6])[CH3:3]. Reported procedure: Boc-Ala-OH (56.76 g, 0.3 mole) dissolved in acetonitrile (500 mL) and cooled to 0° C. before adding NMM (32.97 mL). The solution was cooled to -15°±1° C. and isobutyl chloroformate (41.01 mL) was added slowly under stirring while maintaining the temperature at -15° C. After stirring the reaction mixture for 10 min at this temperature, HOBt (40.56 g, 0.3 mole) was added. The reaction mixture was stirred for an additional 10 min and a pre-cooled solution of HC; H-Pro-OBzL (72.5 g, 0.3 mole) and NM... Reactants: CC(C)(C)OC(=O)/N=N/C(=O)OC(C)(C)C (Di-tert-butylazodicarboxylate), ClC=1C=C(NC2=NC=NC=3C=C(C=C(C23)O)OC)C=CC1F (4-[3-chloro-4-fluoroanilino]-7-methoxyquinazolin-5-ol), [Si](C)(C)(C(C)(C)C)O[C@@H]1C[C@@H](N(C1)C(=O)OC(C)(C)C)CO (tert-butyl (2R,4R)-4-{[tert-butyl(dimethyl)silyl]oxy}-2-(hydroxymethyl)-pyrrolidine-1-carboxylate), C1(=CC=CC=C1)P(C1=CC=CC=C1)C1=CC=CC=C1 (triphenylphosphine). Solvent: C(Cl)Cl (DCM). Run at time 24 hour. The product is [Si](C)(C)(C(C)(C)C)O[C@@H]1C[C@@H](N(C1)C(=O)OC(C)(C)C)COC1=C2C(=NC=NC2=CC(=C1)OC)NC1=CC(=C(C=C1)F)Cl (tert-butyl (2R,4R)-4-{[tert-butyl(dimethyl)silyl]-oxy}-2-[({4-[3-chloro-4-fluoroanilino]-7-methoxy-quinazolin-5-yl}oxy)methyl]-pyrrolidine-1-carboxylate). The yield is 50.0%. As a reaction SMILES: CC(OC(/N=N/C(OC(C)(C)C)=O)=O)(C)C.[Cl:17][C:18]1[CH:19]=[C:20]([CH:35]=[CH:36][C:37]=1[F:38])[NH:21][C:22]1[C:31]2[C:30]([OH:32])=[CH:29][C:28]([O:33][CH3:34])=[CH:27][C:26]=2[N:25]=[CH:24][N:23]=1.[Si:39]([O:46][C@H:47]1[CH2:51][N:50]([C:52]([O:54][C:55]([CH3:58])([CH3:57])[CH3:56])=[O:53])[C@@H:49]([CH2:59]O)[CH2:48]1)([C:42]([CH3:45])([CH3:44])[CH3:43])([CH3:41])[CH3:40].C1(P(C2C=CC=CC=2)C2C=CC=CC=2)C=CC=CC=1>C(Cl)Cl>[Si:39]([O:46][C@H:47]1[CH2:51][N:50]([C:52]([O:54][C:55]([CH3:58])([CH3:57])[CH3:56])=[O:53])[C@@H:49]([CH2:59][O:32][C:30]2[CH:29]=[C:28]([O:33][CH3:34])[CH:27]=[C:26]3[C:31]=2[C:22]([NH:21][C:20]2[CH:35]=[CH:36][C:37]([F:38])=[C:18]([Cl:17])[CH:19]=2)=[N:23][CH:24]=[N:25]3)[CH2:48]1)([C:42]([CH3:45])([CH3:44])[CH3:43])([CH3:41])[CH3:40]. Reported procedure: Di-tert-butylazodicarboxylate (DTAD, 914 mg) was added in one portion to a mixture of 4-[3-chloro-4-fluoroanilino]-7-methoxyquinazolin-5-ol (848 mg), tert-butyl (2R,4R)-4-{[tert-butyl(dimethyl)silyl]oxy}-2-(hydroxymethyl)-pyrrolidine-1-carboxylate (1.10 g), and triphenylphosphine (1.04 g) in DCM (100 ml) at room temperature, under an atmosphere of nitrogen. The reaction mixture was stirred at room temperature for 24 hours and then concentrated in vacuo to leave a brown oil. Purification by colum... Reactants: O (water), O=P12OP3(=O)OP(=O)(O1)OP(=O)(O2)O3 (P2O5), CS(=O)(=O)O (methanesulfonic acid), CC=1SC=CC1C (2,3-dimethylthiophene), C(C(=C)C)(=O)O (methacrylic acid). The solvent is C(Cl)Cl (CH2Cl2). The product is CC1=C(C2=C(S1)CC(C2=O)C)C (2,3,5-trimethyl-5,6-dihydro-4H-cyclopenta[b]thiophene-4-one). As a reaction SMILES: O=P12OP3(OP(OP(O3)(O1)=O)(=O)O2)=O.[CH3:15]S(O)(=O)=O.C[C:21]1[S:22][CH:23]=[CH:24][C:25]=1[CH3:26].[C:27](O)(=O)[C:28]([CH3:30])=[CH2:29].[OH2:33]>C(Cl)Cl>[CH3:15][C:27]1[S:22][C:23]2[CH2:24][CH:25]([CH3:26])[C:21](=[O:33])[C:29]=2[C:28]=1[CH3:30]. Procedure: A solution of 10 g of P2O5 (0.07 mol) in 100 mL of methanesulfonic acid (1.54 mol) was heated at 80° C. under stirring. A mixture of 2,3-dimethylthiophene (0.27 mol, 30 g) and methacrylic acid (0.35 mol) in 20 mL of CH2Cl2 was added and the resulting reaction mixture was stirred at the same temperature for 1.5 h. Then it was poured into a mixture of ice and water and stirred vigorously. The water layer was extracted with CH2Cl2 (3×50 mL), the organic layers were collected, washed with a 10% aque... Starting materials: OC(C(C)C)(C=1N=CN(C1)C(C1=CC=CC=C1)(C1=CC=CC=C1)C1=CC=CC=C1)C=1C=C2C=CC(=CC2=CC1)C(=O)OC (methyl 6-(1-hydroxy-2-methyl-1-(1-trityl-1H-imidazol-4-yl)propyl)-2-naphthoate), OC(C(C)C)(C=1N=CN(C1)C(C1=CC=CC=C1)(C1=CC=CC=C1)C1=CC=CC=C1)C=1C=C2C=CC(=CC2=CC1)C(=O)O (6-(1-hydroxy-2-methyl-1-(1-trityl-1H-imidazol-4-yl)propyl)-2-naphthoic acid), Cl.CNC (dimethylamine hydrochloride). Product: OC(C(C)C)(C=1N=CNC1)C1=C(C=CC2=CC=CC=C12)C(=O)N(C)C (1-(Hydroxy-1-(1H-imidazol-4-yl)-2-methylpropyl)-N,N-dimethyl-2-naphthamide). RXN SMILES: [OH:1][C:2]([C:30]1[CH:31]=C2C(=C[CH:39]=1)C=C(C(OC)=O)C=C2)([C:6]1[N:7]=[CH:8][N:9](C(C2C=CC=CC=2)(C2C=CC=CC=2)C2C=CC=CC=2)[CH:10]=1)C(C)C.OC([C:73]1[CH:74]=[C:75]2[C:80](=[CH:81][CH:82]=1)[CH:79]=[C:78]([C:83]([OH:85])=O)[CH:77]=[CH:76]2)(C1N=CN(C(C2C=CC=CC=2)(C2C=CC=CC=2)C2C=CC=CC=2)C=1)C(C)C.Cl.[CH3:87][NH:88][CH3:89]>>[OH:1][C:2]([C:79]1[C:80]2[C:75](=[CH:74][CH:73]=[CH:82][CH:81]=2)[CH:76]=[CH:77][C:78]=1[C:83]([N:88]([CH3:89])[CH3:87])=[O:85])([C:6]1[N:7]=[CH:8][NH:9][CH:10]=1)[CH:30]([CH3:39])[CH3:31] |f:2.3|. Reported procedure: In a manner to that described in Example 9-(i), methyl 6-(1-hydroxy-2-methyl-1-(1-trityl-1H-imidazol-4-yl)propyl)-2-naphthoate (2.0 g) was converted to 6-(1-hydroxy-2-methyl-1-(1-trityl-1H-imidazol-4-yl)propyl)-2-naphthoic acid, which was reacted with dimethylamine hydrochloride (346 mg) in a similar manner as described in Example 24-(i) to give the titled compound (1.87 g) as a colorless powder.